From a dataset of the Open Reaction Database (ORD), a public repository of structured organic reaction records. describe an organic reaction: reactants, conditions, products, and yield Reactants: BrB(Br)Br, COc1ccc(CCNC2CCC(O)CC2)cc1, CCCCCCC, ClCCl. Product: Oc1ccc(CCNC2CCC(O)CC2)cc1. As a reaction SMILES: [B:1]([Br:2])([Br:3])[Br:4].[CH3:12][O:13][c:14]1[cH:15][cH:16][c:17]([CH2:20][CH2:21][NH:22][CH:23]2[CH2:24][CH2:25][CH:26]([OH:29])[CH2:27][CH2:28]2)[cH:18][cH:19]1.[CH3:5][CH2:6][CH2:7][CH2:8][CH2:9][CH2:10][CH3:11].[Cl:30][CH2:31][Cl:32]>>[OH:13][c:14]1[cH:15][cH:16][c:17]([CH2:20][CH2:21][NH:22][CH:23]2[CH2:24][CH2:25][CH:26]([OH:29])[CH2:27][CH2:28]2)[cH:18][cH:19]1. The reactants are CC(C)=CCCC(C)=CCSc1nc2ccccc2[nH]1, COc1c(C)cnc(CCl)c1C, CN(C)C=O, ClCCl. Product: COc1c(C)cnc(Cn2c(SCC=C(C)CCC=C(C)C)nc3ccccc32)c1C. Reaction SMILES: [CH3:1][C:2](=[CH:3][CH2:4][S:5][c:6]1[n:7][c:8]2[c:9]([nH:10]1)[cH:11][cH:12][cH:13][cH:14]2)[CH2:15][CH2:16][CH:17]=[C:18]([CH3:19])[CH3:20].[CH3:21][c:22]1[c:23]([CH2:31][Cl:32])[n:24][cH:25][c:26]([CH3:30])[c:27]1[O:28][CH3:29].[CH3:33][N:34]([CH3:35])[CH:36]=[O:37].[Cl:38][CH2:39][Cl:40]>>[CH3:1][C:2](=[CH:3][CH2:4][S:5][c:6]1[n:7][c:8]2[c:9]([n:10]1[CH2:31][c:23]1[c:22]([CH3:21])[c:27]([O:28][CH3:29])[c:26]([CH3:30])[cH:25][n:24]1)[cH:11][cH:12][cH:13][cH:14]2)[CH2:15][CH2:16][CH:17]=[C:18]([CH3:19])[CH3:20].